Task: describe an organic reaction: reactants, conditions, products, and yield. Dataset: the Open Reaction Database (ORD), a public repository of structured organic reaction records The reactants are C1CCNCC1, Cc1c[nH]c(C=O)c1C, CCO, O=C1Cc2ccccc2N1. The product is Cc1c[nH]c(C=C2C(=O)Nc3ccccc32)c1C. As a reaction SMILES: [CH2:20]1[CH2:21][CH2:22][NH:23][CH2:24][CH2:25]1.[CH3:11][c:12]1[c:13]([CH:18]=[O:19])[nH:14][cH:15][c:16]1[CH3:17].[CH3:26][CH2:27][OH:28].[NH:1]1[C:2](=[O:10])[CH2:3][c:4]2[cH:5][cH:6][cH:7][cH:8][c:9]21>>[NH:1]1[C:2](=[O:10])[C:3](=[CH:18][c:13]2[c:12]([CH3:11])[c:16]([CH3:17])[cH:15][nH:14]2)[c:4]2[cH:5][cH:6][cH:7][cH:8][c:9]21. Reactants: C1(CC1)C1=C(C(=NO1)[C@H]1[C@@H](CCCC1)C(F)(F)F)COC1CC2CCC(C1)N2C(=O)OC(C)(C)C (tert-butyl 3-((5-cyclopropyl-3-((trans)-2-(trifluoromethyl)cyclohexyl)isoxazol-4-yl)methoxy)-8-azabicyclo[3.2.1]octane-8-carboxylate), C(=O)(C(F)(F)F)O (TFA), ClC=1SC2=C(N1)C=CC(=C2)C(=O)OCC (ethyl 2-chlorobenzo[d]thiazole-6-carboxylate), CCN(C(C)C)C(C)C (Hunig's base). The solvent is ClCCl (dichloromethane), O (water). Run at time 1 hour. Product: C1(CC1)C1=C(C(=NO1)[C@H]1[C@@H](CCCC1)C(F)(F)F)COC1CC2CCC(C1)N2C=2SC1=C(N2)C=CC(=C1)C(=O)OCC (Ethyl 2-(3-((5-cyclopropyl-3-((trans)-2-(trifluoromethyl)cyclohexyl)isoxazol-4-yl)methoxy)-8-azabicyclo[3.2.1]octan-8-yl)benzo[d]thiazole-6-carboxylate). As a reaction SMILES: [CH:1]1([C:4]2[O:8][N:7]=[C:6]([C@@H:9]3[CH2:14][CH2:13][CH2:12][CH2:11][C@H:10]3[C:15]([F:18])([F:17])[F:16])[C:5]=2[CH2:19][O:20][CH:21]2[CH2:27][CH:26]3[N:28](C(OC(C)(C)C)=O)[CH:23]([CH2:24][CH2:25]3)[CH2:22]2)[CH2:3][CH2:2]1.C(O)(C(F)(F)F)=O.CCN(C(C)C)C(C)C.Cl[C:53]1[S:54][C:55]2[CH:61]=[C:60]([C:62]([O:64][CH2:65][CH3:66])=[O:63])[CH:59]=[CH:58][C:56]=2[N:57]=1>ClCCl.O>[CH:1]1([C:4]2[O:8][N:7]=[C:6]([C@@H:9]3[CH2:14][CH2:13][CH2:12][CH2:11][C@H:10]3[C:15]([F:18])([F:16])[F:17])[C:5]=2[CH2:19][O:20][CH:21]2[CH2:22][CH:23]3[N:28]([C:53]4[S:54][C:55]5[CH:61]=[C:60]([C:62]([O:64][CH2:65][CH3:66])=[O:63])[CH:59]=[CH:58][C:56]=5[N:57]=4)[CH:26]([CH2:25][CH2:24]3)[CH2:27]2)[CH2:2][CH2:3]1. Reported procedure: A solution of tert-butyl 3-((5-cyclopropyl-3-((trans)-2-(trifluoromethyl)cyclohexyl)isoxazol-4-yl)methoxy)-8-azabicyclo[3.2.1]octane-8-carboxylate (67 mg, 0.13 mmol) in dichloromethane (1 mL) was treated with TFA (500 μL) and stirred for 1 hr at rt. The reaction was concentrated in vacuo and then diluted with NMP (1 mL) and then treated with Hunig's base (110 μL, 0.67 mmol) followed by ethyl 2-chlorobenzo[d]thiazole-6-carboxylate (33 mg, 0.13 mmol). After heating overnight at 120° C., the reacti... The reactants are C[C@H]1[C@H]([C@H](C[C@@H](O1)O[C@H]2C[C@@](CC=3C2=C(C4=C(C3O)C(=O)C5=CC=CC(=C5C4=O)OC)O)(C(=O)CO)O)N)O (Doxorubicin), phospholipid, S(=O)(=O)([O-])[O-].[NH4+].[NH4+] (ammonium sulfate), ammonium polyacrylate, phosphatidylcholine, CC(C)CCC[C@@H](C)[C@H]1CC[C@H]2[C@@H]3CC=C4C[C@@H](O)CC[C@]4(C)[C@H]3CC[C@]12C (cholesterol), poly(ethylene glycol), distearoyl phosphatidyl ethanolamine, CCCCCCCCCCCCCCCCCC(=O)OCC(COP(=O)(O)OCCN)OC(=O)CCCCCCCCCCCCCCCCC (DSPE), polycarbonate. Reaction conditions: temperature 60 celsius. Yields the product C[C@H]1[C@H]([C@H](C[C@@H](O1)O[C@H]2C[C@@](CC=3C2=C(C4=C(C3O)C(=O)C5=CC=CC(=C5C4=O)OC)O)(C(=O)CO)O)N)O (doxorubicin), S(=O)(=O)([O-])[O-] (sulfate). Reaction SMILES: [S:1]([O-:5])([O-:4])(=[O:3])=[O:2].[NH4+].[NH4+].CC(CCC[C@H]([C@@H]1[C@]2(C)[C@H]([C@H]3[C@H](CC2)[C@]2(C)C(C[C@H](CC2)O)=CC3)CC1)C)C.CCCCCCCCCCCCCCCCCC(OCC(OC(CCCCCCCCCCCCCCCCC)=O)COP(OCCN)(O)=O)=O.[CH3:87][C@@H:88]1[O:93][C@@H:92]([O:94][C@@H:95]2[C:100]3=[C:101]([OH:118])[C:102]4[C:114](=[O:115])[C:113]5[C:108](=[CH:109][CH:110]=[CH:111][C:112]=5[O:116][CH3:117])[C:106](=[O:107])[C:103]=4[C:104]([OH:105])=[C:99]3[CH2:98][C@@:97]([OH:123])([C:119]([CH2:121][OH:122])=[O:120])[CH2:96]2)[CH2:91][C@H:90]([NH2:124])[C@@H:89]1[OH:125]>>[CH3:87][C@@H:88]1[O:93][C@@H:92]([O:94][C@@H:95]2[C:100]3=[C:101]([OH:118])[C:102]4[C:114](=[O:115])[C:113]5[C:108](=[CH:109][CH:110]=[CH:111][C:112]=5[O:116][CH3:117])[C:106](=[O:107])[C:103]=4[C:104]([OH:105])=[C:99]3[CH2:98][C@@:97]([OH:123])([C:119]([CH2:121][OH:122])=[O:120])[CH2:96]2)[CH2:91][C@H:90]([NH2:124])[C@@H:89]1[OH:125].[S:1]([O-:5])([O-:4])(=[O:3])=[O:2] |f:0.1.2|. Procedure: Liposomes with entrapped ammonium sulfate or ammonium polyacrylate were prepared from the lipid mixture of hydrogenated soybean phosphatidylcholine (Avanti PolarLipids, Ala., U.S.A.), cholesterol (Calbiochem, USA), and poly(ethylene glycol) (Mol. weight 2,000) derivative of distearoyl phosphatidyl ethanolamine (PEG-DSPE) (Sygena, Switzerland), at the molar ratio 60:40:6, by lipid film hydration, repetitive freezing-thawing at 60° C. (6 times) and extrusion through two stacked polycarbonate track... Starting materials: O1COC2=C1C=CC(=C2)C=2C(=C(C=C1C=CC3=C(OCO3)C21)C(=O)OC)C (Methyl 9-(1,3-benzodioxole-5-yl)-8-methyl-naphtho[1,2-d]-1,3-dioxole-7-carboxylate), O (water), [OH-].[Na+] (NaOH), Cl (HCl). Run in C1CCOC1 (THF), CO (methanol). Run at time 4 day. Yields the product O1COC2=C1C=CC(=C2)C=2C(=C(C=C1C=CC3=C(OCO3)C21)C(=O)O)C (9-(1,3-Benzodioxole-5-yl)-8- methyl-naphtho[1,2-d]-1,3-dioxole-7-carboxylic acid). RXN SMILES: [O:1]1[C:5]2[CH:6]=[CH:7][C:8]([C:10]3[C:11]([CH3:27])=[C:12]([C:23]([O:25]C)=[O:24])[CH:13]=[C:14]4[C:22]=3[C:18]3[O:19][CH2:20][O:21][C:17]=3[CH:16]=[CH:15]4)=[CH:9][C:4]=2[O:3][CH2:2]1.[OH-].[Na+].Cl.O>C1COCC1.CO>[O:1]1[C:5]2[CH:6]=[CH:7][C:8]([C:10]3[C:11]([CH3:27])=[C:12]([C:23]([OH:25])=[O:24])[CH:13]=[C:14]4[C:22]=3[C:18]3[O:19][CH2:20][O:21][C:17]=3[CH:16]=[CH:15]4)=[CH:9][C:4]=2[O:3][CH2:2]1 |f:1.2|. Procedure: Methyl 9-(1,3-benzodioxole-5-yl)-8-methyl-naphtho[1,2-d]-1,3-dioxole-7-carboxylate was dissolved in a mixture of THF (6 ml) and methanol (3 ml). After addition of 1N NaOH (3 ml), the mixture was stirred for 4 days. 1N HCl was added to the reaction mixture, followed by addition of water. The resulting precipitate was collected by filtration to yield the title compound (264 mg). Some portions of the compound was recrystalized from methanol-chloroform to be used for elemental and instrumental analy... Starting materials: Fc1cccc(Br)c1F, [Li]CCCCCC, CCOCC, O=C(CCl)CCl, Cl. Yields the product OC(CCl)(CCl)c1cccc(F)c1F. Reaction SMILES: [Br:1][c:2]1[c:3]([F:9])[c:4]([F:8])[cH:5][cH:6][cH:7]1.[CH2:10]([Li:11])[CH2:12][CH2:13][CH2:14][CH2:15][CH3:16].[CH3:24][CH2:25][O:26][CH2:27][CH3:28].[Cl:17][CH2:18][C:19](=[O:20])[CH2:21][Cl:22].[ClH:23]>>[c:2]1([C:19]([CH2:18][Cl:17])([OH:20])[CH2:21][Cl:22])[c:3]([F:9])[c:4]([F:8])[cH:5][cH:6][cH:7]1. Starting materials: Cc1ccc(C(O)C#CC2(COCc3ccccc3)CCC3(CC2)OCCO3)cc1, ClCCl. The product is Cc1ccc(C(=O)C#CC2(COCc3ccccc3)CCC3(CC2)OCCO3)cc1. Reaction SMILES: [CH2:1]([c:2]1[cH:3][cH:4][cH:5][cH:6][cH:7]1)[O:8][CH2:9][C:10]1([C:20]#[C:21][CH:22]([OH:23])[c:24]2[cH:25][cH:26][c:27]([CH3:30])[cH:28][cH:29]2)[CH2:11][CH2:12][C:13]2([O:14][CH2:15][CH2:16][O:17]2)[CH2:18][CH2:19]1.[Cl:31][CH2:32][Cl:33]>>[CH2:1]([c:2]1[cH:3][cH:4][cH:5][cH:6][cH:7]1)[O:8][CH2:9][C:10]1([C:20]#[C:21][C:22](=[O:23])[c:24]2[cH:25][cH:26][c:27]([CH3:30])[cH:28][cH:29]2)[CH2:11][CH2:12][C:13]2([O:14][CH2:15][CH2:16][O:17]2)[CH2:18][CH2:19]1.